From a dataset of the Open Reaction Database (ORD), a public repository of structured organic reaction records. describe an organic reaction: reactants, conditions, products, and yield Starting materials: CC(COc1ccccc1)NC(=O)OC(C)(C)C, CCOC(C)=O, Cl. The product is Cl, CC(N)COc1ccccc1. Reaction SMILES: [C:1]([O:2][C:3](=[O:4])[NH:8][CH:9]([CH2:10][O:11][c:12]1[cH:13][cH:14][cH:15][cH:16][cH:17]1)[CH3:18])([CH3:5])([CH3:6])[CH3:7].[CH3:20][CH2:21][O:22][C:23](=[O:24])[CH3:25].[ClH:19]>>[ClH:19].[NH2:8][CH:9]([CH2:10][O:11][c:12]1[cH:13][cH:14][cH:15][cH:16][cH:17]1)[CH3:18]. Reactants: FC1=CC=C2C(CC(C2=C1)CC(=O)N)=O (2-(6-fluoro-3-oxo-1-indanyl)acetamide), BrN1C(CCC1=O)=O (N-bromosuccinimide), C(C1=CC=CC=C1)(=O)OOC(C1=CC=CC=C1)=O (benzoyl peroxide). Solvent: ClC(Cl)(Cl)Cl (tetrachloromethane), C1=CC=CC=C1 (benzene). Reaction conditions: temperature 120 celsius. Yields the product FC1=CC=C2C(C/C(/C2=C1)=C\C(=O)N)=O ((E)-2-(6-fluoro-3-oxo-1-indanylidene)acetamide). Yield: 109.7%. RXN SMILES: [F:1][C:2]1[CH:10]=[C:9]2[C:5]([C:6](=[O:15])[CH2:7][CH:8]2[CH2:11][C:12]([NH2:14])=[O:13])=[CH:4][CH:3]=1.BrN1C(=O)CCC1=O.C(OOC(=O)C1C=CC=CC=1)(=O)C1C=CC=CC=1>ClC(Cl)(Cl)Cl.C1C=CC=CC=1>[F:1][C:2]1[CH:10]=[C:9]2[C:5]([C:6](=[O:15])[CH2:7]/[C:8]/2=[CH:11]\[C:12]([NH2:14])=[O:13])=[CH:4][CH:3]=1. Reported procedure: A mixture of 2-(6-fluoro-3-oxo-1-indanyl)acetamide (0.750 g, 0.0036 mol), N-bromosuccinimide (0.750 g, 0.0042 mol, Aldrich), benzoyl peroxide (0.270 g, 0.0011 mol, Aldrich) in tetrachloromethane (37 ml) and benzene (37 ml) was stirred while heating with an oil bath at 120° C. for 20 min. This reaction was combined with a similarly run reaction (except 0.0024 mol scale). The solution was slurried with Silica Gel 60 and the volatiles were removed by spin evaporation in vacuo. This silica gel was t... The reactants are C[S+](C)(C)=O, CS(C)=O, [H-], [I-], [Na+], O, O=CCCc1ccccc1. Yields the product c1ccc(CCC2CO2)cc1. RXN SMILES: [CH3:12][S+:13]([CH3:14])([CH3:15])=[O:16].[CH3:20][S:21]([CH3:22])=[O:23].[H-:17].[I-:11].[Na+:18].[OH2:19].[c:1]1([CH2:7][CH2:8][CH:9]=[O:10])[cH:2][cH:3][cH:4][cH:5][cH:6]1>>[c:1]1([CH2:7][CH2:8][CH:9]2[O:10][CH2:12]2)[cH:2][cH:3][cH:4][cH:5][cH:6]1. Starting materials: ClC1=CC=C(C=C1)N1N=C(C(C=C1)=O)C(\C=C\N(C)C)=O (1-(4-Chloro-phenyl)-3-((E)-3-dimethylamino-acryloyl)-1H-pyridazin-4-one), C1(=CC=CC2=CC=CC=C12)NN (naphthalen-1-yl-hydrazine). Product: ClC1=CC=C(C=C1)N1N=C(C(C=C1)=O)C=1N(N=CC1)C1=CC=CC2=CC=CC=C12 (1-(4-Chloro-phenyl)-3-(2-naphthalen-1-yl-2H-pyrazol-3-yl)-1H-pyridazin-4-one). As a reaction SMILES: [Cl:1][C:2]1[CH:7]=[CH:6][C:5]([N:8]2[CH:13]=[CH:12][C:11](=[O:14])[C:10]([C:15](=O)/[CH:16]=[CH:17]/[N:18](C)C)=[N:9]2)=[CH:4][CH:3]=1.[C:22]1([NH:32]N)[C:31]2[C:26](=[CH:27][CH:28]=[CH:29][CH:30]=2)[CH:25]=[CH:24][CH:23]=1>>[Cl:1][C:2]1[CH:3]=[CH:4][C:5]([N:8]2[CH:13]=[CH:12][C:11](=[O:14])[C:10]([C:15]3[N:32]([C:22]4[C:31]5[C:26](=[CH:27][CH:28]=[CH:29][CH:30]=5)[CH:25]=[CH:24][CH:23]=4)[N:18]=[CH:17][CH:16]=3)=[N:9]2)=[CH:6][CH:7]=1. Procedure details: The product was obtained starting from 1-(4-Chloro-phenyl)-3-((E)-3-dimethylamino-acryloyl)-1H-pyridazin-4-one (A-24) and naphthalen-1-yl-hydrazine according to the method described for example 1. MS: M=399.1 (M+H)+